Dataset: the Open Reaction Database (ORD), a public repository of structured organic reaction records. Task: describe an organic reaction: reactants, conditions, products, and yield The reactants are O=S(=O)(O)Cl, ClCCl, O=C(N1CCc2ccccc2CC1)C(F)(F)F. The product is O=C(N1CCc2ccc(S(=O)(=O)Cl)cc2CC1)C(F)(F)F. Reaction SMILES: [Cl:18][S:19](=[O:20])(=[O:21])[OH:22].[Cl:23][CH2:24][Cl:25].[F:1][C:2]([C:3](=[O:4])[N:5]1[CH2:6][CH2:7][c:8]2[c:9]([cH:12][cH:13][cH:14][cH:15]2)[CH2:10][CH2:11]1)([F:16])[F:17]>>[F:1][C:2]([C:3](=[O:4])[N:5]1[CH2:6][CH2:7][c:8]2[c:9]([cH:12][c:13]([S:19]([Cl:18])(=[O:20])=[O:21])[cH:14][cH:15]2)[CH2:10][CH2:11]1)([F:16])[F:17]. Starting materials: Cl.N1=CC(=CC=C1)S(=O)(=O)Cl (Pyridine-3-sulfonyl chloride hydrochloride), NC=1C=CC=C2C(N(C(=NC12)C1=CC(=CC=C1)C(F)(F)F)C)=O (8-amino-3-methyl-2-(3-(trifluoromethyl)phenyl)quinazolin-4(3H)-one). Run in N1=CC=CC=C1 (pyridine). Conditions: temperature 80 celsius. The product is CN1C(=NC2=C(C=CC=C2C1=O)NS(=O)(=O)C=1C=NC=CC1)C1=CC=CC=C1 (N-(3-methyl-4-oxo-2-phenyl-3,4-dihydroquinazolin-8-yl)pyridine-3-sulfonamide). Isolated yield 62.7%. RXN SMILES: Cl.[N:2]1[CH:7]=[CH:6][CH:5]=[C:4]([S:8](Cl)(=[O:10])=[O:9])[CH:3]=1.[NH2:12][C:13]1[CH:14]=[CH:15][CH:16]=[C:17]2[C:22]=1[N:21]=[C:20]([C:23]1[CH:28]=[CH:27][CH:26]=[C:25](C(F)(F)F)[CH:24]=1)[N:19]([CH3:33])[C:18]2=[O:34]>N1C=CC=CC=1>[CH3:33][N:19]1[C:18](=[O:34])[C:17]2[C:22](=[C:13]([NH:12][S:8]([C:4]3[CH:3]=[N:2][CH:7]=[CH:6][CH:5]=3)(=[O:10])=[O:9])[CH:14]=[CH:15][CH:16]=2)[N:21]=[C:20]1[C:23]1[CH:28]=[CH:27][CH:26]=[CH:25][CH:24]=1 |f:0.1|. Procedure details: Pyridine-3-sulfonyl chloride hydrochloride 7 (280 mg, 1.3 mmol) was added to a solution of 8-amino-3-methyl-2-(3-(trifluoromethyl)phenyl)quinazolin-4(3H)-one 5 (100 mg, 0.313 mmol) in pyridine (5 mL). The reaction mixture was heated at 80° C. for 12 h. The pyridine was removed in vacuo. The residue was taken up in CH2Cl2, washed with sat. aq NaHCO3, dried (MgSO4) and concentrated. The crude residue was purified by MPLC eluting with CH2Cl2/MeOH (0-10%) followed by recrystallization from CH3CN to ... Reactants: O=C([O-])O, CCNc1ncc2c(n1)N1CCCC1CN(c1cccc(OC3CCNCC3)c1)C2=O, CC(=O)Cl, ClCCl, [Na+], c1ccncc1. Product: CCNc1ncc2c(n1)N1CCCC1CN(c1cccc(OC3CCN(C(C)=O)CC3)c1)C2=O. As a reaction SMILES: [C:42](=[O:43])([OH:44])[O-:45].[CH2:1]([CH3:2])[NH:3][c:4]1[n:5][cH:6][c:7]2[c:8]([n:31]1)[N:9]1[CH2:10][CH2:11][CH2:12][CH:13]1[CH2:14][N:15]([c:18]1[cH:19][c:20]([O:24][CH:25]3[CH2:26][CH2:27][NH:28][CH2:29][CH2:30]3)[cH:21][cH:22][cH:23]1)[C:16]2=[O:17].[CH3:38][C:39]([Cl:40])=[O:41].[Cl:47][CH2:48][Cl:49].[Na+:46].[cH:32]1[cH:33][cH:34][n:35][cH:36][cH:37]1>>[CH2:1]([CH3:2])[NH:3][c:4]1[n:5][cH:6][c:7]2[c:8]([n:31]1)[N:9]1[CH2:10][CH2:11][CH2:12][CH:13]1[CH2:14][N:15]([c:18]1[cH:19][c:20]([O:24][CH:25]3[CH2:26][CH2:27][N:28]([C:39]([CH3:38])=[O:41])[CH2:29][CH2:30]3)[cH:21][cH:22][cH:23]1)[C:16]2=[O:17]. Reactants: ON=CC(=O)NC1=CC=C(C=C1)CCN1C(OCC1)=O (2-Hydroxyimino-N-{4-[2-(2-oxo-oxazolidin-3-yl)ethyl]phenyl}acetamide), ice, OS(=O)(=O)O (H2SO4). Conditions: temperature 80 celsius, time 1 hour. The product is O=C1OCCN1CCC=1C=C2C(C(NC2=CC1)=O)=O (5-[2-(2-Oxo-oxazolidin-3-yl)-ethyl]-1H-indole-2,3-dione). Reaction SMILES: ON=[CH:3][C:4]([NH:6][C:7]1[CH:12]=[CH:11][C:10]([CH2:13][CH2:14][N:15]2[CH2:19][CH2:18][O:17][C:16]2=[O:20])=[CH:9][CH:8]=1)=[O:5].[OH:21]S(O)(=O)=O>>[O:20]=[C:16]1[N:15]([CH2:14][CH2:13][C:10]2[CH:11]=[C:12]3[C:7](=[CH:8][CH:9]=2)[NH:6][C:4](=[O:5])[C:3]3=[O:21])[CH2:19][CH2:18][O:17]1. Procedure: Concentrated H2SO4 (20 ml) is heated to 50° C. The compound obtained in Step D (25.24 mmoles) is added slowly in solid form, maintaining the temperature between 60 and 70° C. The reaction mixture is then stirred for one hour at 80° C. The mixture is brought to ambient temperature and then poured onto 200 g of crushed ice. After 30 minutes, the red solid formed is filtered off and washed intensively with ice-cold water; it is then dried in vacuo in the presence of P2O5 and at 40° C. overnight to ... Reactants: COCCl, CN(C)C=O, [H-], CCOC(=O)c1cc2cccc([N+](=O)[O-])c2[nH]1, [Na+], O. Yields the product CCOC(=O)c1cc2cccc([N+](=O)[O-])c2n1COC. Reaction SMILES: [CH3:20][O:21][CH2:22][Cl:23].[CH3:25][N:26]([CH3:27])[CH:28]=[O:29].[H-:1].[N+:3](=[O:4])([O-:5])[c:6]1[cH:7][cH:8][cH:9][c:10]2[cH:11][c:12]([C:15](=[O:16])[O:17][CH2:18][CH3:19])[nH:13][c:14]12.[Na+:2].[OH2:24]>>[N+:3](=[O:4])([O-:5])[c:6]1[cH:7][cH:8][cH:9][c:10]2[cH:11][c:12]([C:15](=[O:16])[O:17][CH2:18][CH3:19])[n:13]([CH2:22][O:21][CH3:20])[c:14]12. Starting materials: COC(=O)C1(N(C(OC1)(C)C)C(=O)OC(C)(C)C)C (2,2,4-Trimethyl-oxazolidine-3,4-dicarboxylic acid 3-tert-butyl ester 4-methyl ester), O[Li].O (LiOH.H2O). The solvent is C1CCOC1 (THF), O (H2O). Reaction conditions: temperature 90 celsius, time 8 hour. Product: C(C)(C)(C)OC(=O)N1C(OCC1(C(=O)O)C)(C)C (2,2,4-Trimethyl-oxazolidine-3,4-dicarboxylic acid 3-tert-butyl ester). The yield is 84.6%. As a reaction SMILES: C[O:2][C:3]([C:5]1([CH3:19])[CH2:9][O:8][C:7]([CH3:11])([CH3:10])[N:6]1[C:12]([O:14][C:15]([CH3:18])([CH3:17])[CH3:16])=[O:13])=[O:4].O[Li].O>C1COCC1.O>[C:15]([O:14][C:12]([N:6]1[C:5]([CH3:19])([C:3]([OH:4])=[O:2])[CH2:9][O:8][C:7]1([CH3:11])[CH3:10])=[O:13])([CH3:18])([CH3:16])[CH3:17] |f:1.2|. Procedure: To a stirring solution of 4 (9.392 g, 34 mmol) in THF (65 mL) and H2O (35 mL) under an inert atmosphere was added solid LiOH.H2O (1.426 g, 34 mmol) in one portion. The reaction mixture was heated to 90° C. and stirred 8 h at which point the reaction mixture was cooled to rt. The crude reaction mixture washed with Et2O (3×50 mL) and the Et2O extracts were discarded. The aqueous solution was then acidified with 2M KHSO4 until a white precipitate began to form on addition, pH=5. The acid was added ... The reactants are BrC=1C=NC2=CC(=CC=C2C1)F (3-bromo-7-fluoro-quinoline), CB1OB(OB(O1)C)C (trimethylboroxine), BrC=1C=NC2=CC(=CC=C2C1)F (3-bromo-7-fluoro-quinoline), C(=O)([O-])[O-].[K+].[K+] (K2CO3). The reagents and catalysts are C=1C=CC(=CC1)[P](C=2C=CC=CC2)(C=3C=CC=CC3)[Pd]([P](C=4C=CC=CC4)(C=5C=CC=CC5)C=6C=CC=CC6)([P](C=7C=CC=CC7)(C=8C=CC=CC8)C=9C=CC=CC9)[P](C=1C=CC=CC1)(C=1C=CC=CC1)C=1C=CC=CC1 (Pd(PPh3)4). Run in O1CCOCC1 (1,4-dioxane). Run at temperature 90 celsius. Product: FC1=CC=C2C=C(C=NC2=C1)C (7-fluoro-3-methyl-quinoline). Isolated yield 74.0%. As a reaction SMILES: Br[C:2]1[CH:3]=[N:4][C:5]2[C:10]([CH:11]=1)=[CH:9][CH:8]=[C:7]([F:12])[CH:6]=2.[C:13]([O-])([O-])=O.[K+].[K+].CB1OB(C)OB(C)O1>C1C=CC([P]([Pd]([P](C2C=CC=CC=2)(C2C=CC=CC=2)C2C=CC=CC=2)([P](C2C=CC=CC=2)(C2C=CC=CC=2)C2C=CC=CC=2)[P](C2C=CC=CC=2)(C2C=CC=CC=2)C2C=CC=CC=2)(C2C=CC=CC=2)C2C=CC=CC=2)=CC=1.O1CCOCC1>[F:12][C:7]1[CH:6]=[C:5]2[C:10]([CH:11]=[C:2]([CH3:13])[CH:3]=[N:4]2)=[CH:9][CH:8]=1 |f:1.2.3,^1:31,33,52,71|. Procedure: 3-bromo-7-fluoro-quinoline (Intermediate 30) (100 mg, 0.442 mmol) was combined with K2CO3 (153 mg, 1.10 mmol), anhydrous 1,4-dioxane (3 mL), and trimethylboroxine (0.092 mL, 0.663 mmol). Nitrogen was bubbled in to degas the reaction and Pd(PPh3)4 (50.9 mg, 0.044 mmol) was added. This was degassed again and then heated to 90° C. for 5 h. The reaction was cooled and partitioned between ethyl acetate and sat. aq. NaHCO3. The separated aqueous layer was extracted with ethyl acetate and the combined ... The reactants are Cl (hydrochloric acid), COC1=C2C(CC3(CCCCC3)NC2=CC(=C1)OC)=O (5,7-dimethoxyspiro[1,2,3,4-tetrahydroquinoline-2,1'-cyclohexan]-4-one), Cl.N1=CC=CC=C1 (pyridine hydrochloride). Run at temperature 190 celsius. The product is OC1=C2C(CC3(CCCCC3)NC2=CC(=C1)OC)=O (5-hydroxy-7-methoxyspiro[1,2,3,4-tetrahydroquinoline-2,1'-cyclohexan]-4-one), solid. The yield is 25.0%. RXN SMILES: C[O:2][C:3]1[CH:17]=[C:16]([O:18][CH3:19])[CH:15]=[C:14]2[C:4]=1[C:5](=[O:20])[CH2:6][C:7]1([NH:13]2)[CH2:12][CH2:11][CH2:10][CH2:9][CH2:8]1.Cl.N1C=CC=CC=1.Cl>>[OH:2][C:3]1[CH:17]=[C:16]([O:18][CH3:19])[CH:15]=[C:14]2[C:4]=1[C:5](=[O:20])[CH2:6][C:7]1([NH:13]2)[CH2:8][CH2:9][CH2:10][CH2:11][CH2:12]1 |f:1.2|. Procedure: A mixture of 5,7-dimethoxyspiro[1,2,3,4-tetrahydroquinoline-2,1'-cyclohexan]-4-one (prepared in Preparation 80) (0.422 g, 1.53 mmol) and pyridine hydrochloride (1.2 g, 10.4 mmol) is heated at 190° C. for one hour with stirring under nitrogen gas. After cooling, dilute hydrochloric acid is added to the mixture and the mixture is extracted with ethyl acetate. The extract is washed with saturated brine, dried, and the solvent is removed by distillation. The residue is placed on a silica gel column ...